This data is from the Open Reaction Database (ORD), a public repository of structured organic reaction records. The task is: describe an organic reaction: reactants, conditions, products, and yield Starting materials: CC(=O)O[BH-](OC(C)=O)OC(C)=O, O=C([O-])O, CCNc1ncc2c(n1)N1CCCC1CN(c1cccc(OC3CCNCC3)c1)C2=O, ClCCCl, [Na+], [Na+]. Yields the product CCNc1ncc2c(n1)N1CCCC1CN(c1cccc(OC3CCN(C)CC3)c1)C2=O. As a reaction SMILES: [C:32]([O:33][BH-:34]([O:35][C:36](=[O:37])[CH3:38])[O:39][C:40](=[O:41])[CH3:42])(=[O:43])[CH3:44].[C:46](=[O:47])([OH:48])[O-:49].[CH2:1]([CH3:2])[NH:3][c:4]1[n:5][cH:6][c:7]2[c:8]([n:31]1)[N:9]1[CH2:10][CH2:11][CH2:12][CH:13]1[CH2:14][N:15]([c:18]1[cH:19][c:20]([O:24][CH:25]3[CH2:26][CH2:27][NH:28][CH2:29][CH2:30]3)[cH:21][cH:22][cH:23]1)[C:16]2=[O:17].[Cl:51][CH2:52][CH2:53][Cl:54].[Na+:45].[Na+:50]>>[CH2:1]([CH3:2])[NH:3][c:4]1[n:5][cH:6][c:7]2[c:8]([n:31]1)[N:9]1[CH2:10][CH2:11][CH2:12][CH:13]1[CH2:14][N:15]([c:18]1[cH:19][c:20]([O:24][CH:25]3[CH2:26][CH2:27][N:28]([CH3:32])[CH2:29][CH2:30]3)[cH:21][cH:22][cH:23]1)[C:16]2=[O:17]. The reactants are C(C)(C)(C)OC(N[C@@H](CC(=O)N1CC=2N(CC1)C(=NC2C(C)=O)C(F)(F)F)CC2=C(C=C(C(=C2)F)F)F)=O ((R)-[3-(1-acetyl-3-trifluoromethyl-5,6-dihydro-8H-imidazo[1,5-a]pyrazin-7-yl)-3-oxo-1-(2,4,5-trifluoro-benzyl)-propyl]-carbamic acid tert-butyl ester), Cl (hydrochloric acid). Solvent: C(C)(=O)OCC (ethyl acetate), C(C)(=O)OCC (ethyl acetate). Product: Cl.C(C)(=O)C=1N=C(N2C1CN(CC2)C(C[C@@H](CC2=C(C=C(C(=C2)F)F)F)N)=O)C(F)(F)F ((R)-1-(1-acetyl-3-trifluoromethyl-5,6-dihydro-8H-imidazo[1,5-a]pyrazin-7-yl)-3-amino-4-(2,4,5-trifluoro-phenyl)-butan-1-one hydrochloride). The yield is 57.0%. Reaction SMILES: C(OC(=O)[NH:7][C@H:8]([CH2:28][C:29]1[CH:34]=[C:33]([F:35])[C:32]([F:36])=[CH:31][C:30]=1[F:37])[CH2:9][C:10]([N:12]1[CH2:17][CH2:16][N:15]2[C:18]([C:24]([F:27])([F:26])[F:25])=[N:19][C:20]([C:21](=[O:23])[CH3:22])=[C:14]2[CH2:13]1)=[O:11])(C)(C)C.[ClH:39]>C(OCC)(=O)C>[ClH:39].[C:21]([C:20]1[N:19]=[C:18]([C:24]([F:27])([F:26])[F:25])[N:15]2[CH2:16][CH2:17][N:12]([C:10](=[O:11])[CH2:9][C@H:8]([NH2:7])[CH2:28][C:29]3[CH:34]=[C:33]([F:35])[C:32]([F:36])=[CH:31][C:30]=3[F:37])[CH2:13][C:14]=12)(=[O:23])[CH3:22] |f:3.4|. Procedure: (R)-[3-(1-Acetyl-3-trifluoromethyl-5,6-dihydro-8H-imidazo[1,5-a]pyrazin-7-yl)-3-oxo-1-(2,4,5-trifluoro-benzyl)-propyl]-carbamic acid tert-butyl ester 27h (0.3 g, 0.55 mmol) was dissolved in 2 mL of ethyl acetate under stirring. A solution of 2.4 N hydrochloric acid in 5 mL of ethyl acetate was then added to the above solution. The reaction mixture was reacted at room temperature and monitored by thin layer chromatography until the disappearance of the starting materials. The reaction mixture was...